describe an organic reaction: reactants, conditions, products, and yield From a dataset of the Open Reaction Database (ORD), a public repository of structured organic reaction records. Reactants: BrC1=NC=CC2=C1SC(=N2)C2=C(C=CC=C2Cl)Cl (4-bromo-2-(2,6-dichlorophenyl)thiazolo[5,4-c]pyridine), C(C)(=O)N (acetamide), CC1(C2=C(C(=CC=C2)P(C3=CC=CC=C3)C4=CC=CC=C4)OC5=C(C=CC=C51)P(C6=CC=CC=C6)C7=CC=CC=C7)C (XantPhos), C(=O)([O-])[O-].[Cs+].[Cs+] (Cs2CO3). Reagents/catalysts: C=1C=CC(=CC1)/C=C/C(=O)/C=C/C2=CC=CC=C2.C=1C=CC(=CC1)/C=C/C(=O)/C=C/C2=CC=CC=C2.C=1C=CC(=CC1)/C=C/C(=O)/C=C/C2=CC=CC=C2.[Pd].[Pd] (Pd2(dba)3). Run in O1CCOCC1 (dioxane). The product is ClC1=C(C(=CC=C1)Cl)C=1SC=2C(=NC=CC2N1)NC(C)=O (N-(2-(2,6-Dichlorophenyl)thiazolo[5,4-c]pyridin-4-yl)acetamide). Yield: 43.5%. Reaction SMILES: Br[C:2]1[C:7]2[S:8][C:9]([C:11]3[C:16]([Cl:17])=[CH:15][CH:14]=[CH:13][C:12]=3[Cl:18])=[N:10][C:6]=2[CH:5]=[CH:4][N:3]=1.[C:19]([NH2:22])(=[O:21])[CH3:20].CC1(C)C2C(=C(P(C3C=CC=CC=3)C3C=CC=CC=3)C=CC=2)OC2C(P(C3C=CC=CC=3)C3C=CC=CC=3)=CC=CC1=2.C([O-])([O-])=O.[Cs+].[Cs+]>O1CCOCC1.C1C=CC(/C=C/C(/C=C/C2C=CC=CC=2)=O)=CC=1.C1C=CC(/C=C/C(/C=C/C2C=CC=CC=2)=O)=CC=1.C1C=CC(/C=C/C(/C=C/C2C=CC=CC=2)=O)=CC=1.[Pd].[Pd]>[Cl:18][C:12]1[CH:13]=[CH:14][CH:15]=[C:16]([Cl:17])[C:11]=1[C:9]1[S:8][C:7]2[C:2]([NH:22][C:19](=[O:21])[CH3:20])=[N:3][CH:4]=[CH:5][C:6]=2[N:10]=1 |f:3.4.5,7.8.9.10.11|. Procedure details: To a microwave tube was added 4-bromo-2-(2,6-dichlorophenyl)thiazolo[5,4-c]pyridine (60 mg, 0.17 mmol), acetamide (0.013 g, 0.22 mmol), Pd2(dba)3 (0.013 g, 0.017 mmol), XantPhos (0.017 g, 0.034 mmol) and Cs2CO3 (0.11 g, 0.34 mmol) in dioxane (3.0 mL). The mixture was degassed with N2 for 10 minutes and then irradiated in a microwave reactor at 160° C. for 2 hours. After cooling to room temperature the solid was removed via filtration. The filtrate was concentrated under reduced pressure and the ... The reactants are [Br-], CC1(C)OCC(CCl)O1, Cl, [H-], [H][H], [Na+], [Na+], CN(C)C=O, OCc1ccccc1. The product is CC1(C)OCC(COCc2ccccc2)O1. As a reaction SMILES: [Br-:14].[Cl:15][CH2:16][CH:17]1[O:18][C:19]([CH3:22])([CH3:23])[O:20][CH2:21]1.[ClH:24].[H-:9].[H:11][H:12].[Na+:10].[Na+:13].[O:25]=[CH:26][N:27]([CH3:28])[CH3:29].[OH:1][CH2:2][c:3]1[cH:4][cH:5][cH:6][cH:7][cH:8]1>>[O:1]([CH2:2][c:3]1[cH:4][cH:5][cH:6][cH:7][cH:8]1)[CH2:16][CH:17]1[O:18][C:19]([CH3:22])([CH3:23])[O:20][CH2:21]1. The reactants are CCS(=O)(=O)Cl, COc1ccccc1Oc1c(NS(=O)(=O)c2ccc(C(C)C)cn2)nc(C2CC2)nc1OCCCN. Product: CCS(=O)(=O)NCCCOc1nc(C2CC2)nc(NS(=O)(=O)c2ccc(C(C)C)cn2)c1Oc1ccccc1OC. Reaction SMILES: [CH2:37]([CH3:38])[S:39](=[O:40])(=[O:41])[Cl:42].[CH:1]([CH3:2])([CH3:3])[c:4]1[cH:5][cH:6][c:7]([S:10](=[O:11])(=[O:12])[NH:13][c:14]2[n:15][c:16]([CH:34]3[CH2:35][CH2:36]3)[n:17][c:18]([O:29][CH2:30][CH2:31][CH2:32][NH2:33])[c:19]2[O:20][c:21]2[c:22]([O:27][CH3:28])[cH:23][cH:24][cH:25][cH:26]2)[n:8][cH:9]1>>[CH:1]([CH3:2])([CH3:3])[c:4]1[cH:5][cH:6][c:7]([S:10](=[O:11])(=[O:12])[NH:13][c:14]2[n:15][c:16]([CH:34]3[CH2:35][CH2:36]3)[n:17][c:18]([O:29][CH2:30][CH2:31][CH2:32][NH:33][S:39]([CH2:37][CH3:38])(=[O:40])=[O:41])[c:19]2[O:20][c:21]2[c:22]([O:27][CH3:28])[cH:23][cH:24][cH:25][cH:26]2)[n:8][cH:9]1. Reactants: Cc1cnc(N2CCN(C(=O)c3ccc(Br)cc3N3CCCS3(=O)=O)CC2)c(C)c1, CCCC1COC(=O)N1. The product is CCCC1COC(=O)N1c1ccc(C(=O)N2CCN(c3ncc(C)cc3C)CC2)c(N2CCCS2(=O)=O)c1. RXN SMILES: [Br:1][c:2]1[cH:3][c:4]([N:24]2[S:25](=[O:29])(=[O:30])[CH2:26][CH2:27][CH2:28]2)[c:5]([C:8](=[O:9])[N:10]2[CH2:11][CH2:12][N:13]([c:16]3[n:17][cH:18][c:19]([CH3:23])[cH:20][c:21]3[CH3:22])[CH2:14][CH2:15]2)[cH:6][cH:7]1.[CH2:31]([CH2:32][CH3:33])[CH:34]1[NH:35][C:36](=[O:39])[O:37][CH2:38]1>>[c:2]1([N:35]2[CH:34]([CH2:31][CH2:32][CH3:33])[CH2:38][O:37][C:36]2=[O:39])[cH:3][c:4]([N:24]2[S:25](=[O:29])(=[O:30])[CH2:26][CH2:27][CH2:28]2)[c:5]([C:8](=[O:9])[N:10]2[CH2:11][CH2:12][N:13]([c:16]3[n:17][cH:18][c:19]([CH3:23])[cH:20][c:21]3[CH3:22])[CH2:14][CH2:15]2)[cH:6][cH:7]1. Reactants: CN(CC1CCC(CCC(=O)O)CC1)C(=O)OC(C)(C)C, CO, C1CCOC1. Yields the product CN(CC1CCC(CCCO)CC1)C(=O)OC(C)(C)C. As a reaction SMILES: [C:1]([CH3:2])([CH3:3])([CH3:4])[O:5][C:6](=[O:7])[N:8]([CH3:9])[CH2:10][CH:11]1[CH2:12][CH2:13][CH:14]([CH2:17][CH2:18][C:19](=[O:20])[OH:21])[CH2:15][CH2:16]1.[CH3:22][OH:23].[O:24]1[CH2:25][CH2:26][CH2:27][CH2:28]1>>[C:1]([CH3:2])([CH3:3])([CH3:4])[O:5][C:6](=[O:7])[N:8]([CH3:9])[CH2:10][CH:11]1[CH2:12][CH2:13][CH:14]([CH2:17][CH2:18][CH2:19][OH:20])[CH2:15][CH2:16]1. Reactants: C(C)OC(C1=C(C=CC(=C1)F)S)=O (5-fluoro-2-mercaptobenzoic acid ethyl ester), C[O-].[Na+] (sodium methoxide), COC(C(C)(C)NC(CCl)=O)=O (2-(2-chloro-acetylamino)-2-methyl-propionic acid methyl ester). Solvent: CO (methanol). Yields the product COC(C(C)(C)NC(=O)C1=C(C2=C(S1)C=CC(=C2)F)O)=O (2-[(5-fluoro-3-hydroxy-benzo[b]thiophene-2-carbonyl)-amino]-2-methyl-propionic acid methyl ester). Isolated yield 70.7%. RXN SMILES: C(O[C:4](=[O:13])[C:5]1[CH:10]=[C:9]([F:11])[CH:8]=[CH:7][C:6]=1[SH:12])C.C[O-].[Na+].[CH3:17][O:18][C:19](=[O:28])[C:20]([NH:23][C:24](=[O:27])[CH2:25]Cl)([CH3:22])[CH3:21]>CO>[CH3:17][O:18][C:19](=[O:28])[C:20]([NH:23][C:24]([C:25]1[S:12][C:6]2[CH:7]=[CH:8][C:9]([F:11])=[CH:10][C:5]=2[C:4]=1[OH:13])=[O:27])([CH3:22])[CH3:21] |f:1.2|. Procedure details: To a solution of 1.00 g 5-fluoro-2-mercaptobenzoic acid ethyl ester in 10 ml methanol 0.81 g of sodium methoxide were added portionwise, followed by addition of 0.97 g 2-(2-chloro-acetylamino)-2-methyl-propionic acid methyl ester. After refluxing the reaction under argon-atmosphere for 0.5 h the resulting mixture was filtrated, 20 ml water and 1.25 ml of acetic acid were added and the precipitated product was collected by filtration, washed with water, dissolved in ethyl acetate and THF, dried o...